Dataset: the Open Reaction Database (ORD), a public repository of structured organic reaction records. Task: describe an organic reaction: reactants, conditions, products, and yield Starting materials: CC(C)(N)Cc1ccccc1, CCOC(C)=O, ClCCl, O=C(Cl)c1cnc2ccccc2n1. Product: CC(C)(Cc1ccccc1)NC(=O)c1cnc2ccccc2n1. Reaction SMILES: [CH3:14][C:15]([CH3:16])([NH2:17])[CH2:18][c:19]1[cH:20][cH:21][cH:22][cH:23][cH:24]1.[CH3:28][CH2:29][O:30][C:31](=[O:32])[CH3:33].[Cl:25][CH2:26][Cl:27].[n:1]1[c:2]([C:11](=[O:12])[Cl:13])[cH:3][n:4][c:5]2[cH:6][cH:7][cH:8][cH:9][c:10]12>>[n:1]1[c:2]([C:11](=[O:12])[NH:17][C:15]([CH3:14])([CH3:16])[CH2:18][c:19]2[cH:20][cH:21][cH:22][cH:23][cH:24]2)[cH:3][n:4][c:5]2[cH:6][cH:7][cH:8][cH:9][c:10]12.